The task is: describe an organic reaction: reactants, conditions, products, and yield. This data is from the Open Reaction Database (ORD), a public repository of structured organic reaction records. Reactants: ClC=1C2=C(N=CN1)SC1=C2CN(C1)C(=O)OCC (Ethyl 4-chloro-5,7-dihydro-6H-pyrrolo[3′,4′:4,5]thieno[2,3-d]pyrimidine-6-carboxylate), ClC=1C=C(N)C=CC1Cl (3,4-dichloroaniline). The product is ClC=1C=C(C=CC1Cl)NC=1C2=C(N=CN1)SC1=C2CN(C1)C(=O)OCC (Ethyl 4-[(3,4-dichlorophenyl)amino]-5,7-dihydro-6H-pyrrolo[3′,4′:4,5]thieno[2,3-d]pyrimidine-6-carboxylate). The yield is 57.0%. Reaction SMILES: Cl[C:2]1[C:3]2[C:10]3[CH2:11][N:12]([C:14]([O:16][CH2:17][CH3:18])=[O:15])[CH2:13][C:9]=3[S:8][C:4]=2[N:5]=[CH:6][N:7]=1.[Cl:19][C:20]1[CH:21]=[C:22]([CH:24]=[CH:25][C:26]=1[Cl:27])[NH2:23]>>[Cl:19][C:20]1[CH:21]=[C:22]([NH:23][C:2]2[C:3]3[C:10]4[CH2:11][N:12]([C:14]([O:16][CH2:17][CH3:18])=[O:15])[CH2:13][C:9]=4[S:8][C:4]=3[N:5]=[CH:6][N:7]=2)[CH:24]=[CH:25][C:26]=1[Cl:27]. Procedure details: In analogy to Example 22A, the title compound was prepared from ethyl 4-chloro-5,7-dihydro-6H-pyrrolo[3′,4′:4,5]thieno[2,3-d]pyrimidine-6-carboxylate from Example 21A (250 mg, 0.88 mmol) and 3,4-dichloroaniline (150 mg, 0.93 mmol) to yield 324 mg (64% purity, 57% yield), which was used in the next step without purification. Starting materials: CC#N, O=C(O)c1cn(C2CC2)c2cc(N3CCC(c4cccnc4)C3)c(F)cc2c1=O, CI. The product is C[n+]1cccc(C2CCN(c3cc4c(cc3F)c(=O)c(C(=O)O)cn4C3CC3)C2)c1, [I-]. Reaction SMILES: [CH3:32][C:33]#[N:34].[CH:3]1([n:6]2[cH:7][c:8]([C:29](=[O:30])[OH:31])[c:9](=[O:28])[c:10]3[cH:11][c:12]([F:27])[c:13]([N:16]4[CH2:17][CH:18]([c:21]5[cH:22][n:23][cH:24][cH:25][cH:26]5)[CH2:19][CH2:20]4)[cH:14][c:15]23)[CH2:4][CH2:5]1.[I:1][CH3:2]>>[CH3:2][n+:23]1[cH:22][c:21]([CH:18]2[CH2:17][N:16]([c:13]3[c:12]([F:27])[cH:11][c:10]4[c:9](=[O:28])[c:8]([C:29](=[O:30])[OH:31])[cH:7][n:6]([CH:3]5[CH2:4][CH2:5]5)[c:15]4[cH:14]3)[CH2:20][CH2:19]2)[cH:26][cH:25][cH:24]1.[I-:1]. Starting materials: CC12S[C@H]3N(C1(C(=O)O)C2)C(C3NC(C(NC(=O)OC(C)C3CC3)C3=CC=CC=C3)=O)=O (2-methyl-2,3-methylene-6-[N-(1-cyclopropylethoxy) carbonyl-2-phenylglycyl]aminopenam-3-carboxylic acid). Solvent: C(=O)O (formic acid). Yields the product CC12S[C@H]3N(C1(C(=O)O)C2)C(C3NC(C(N)C3=CC=CC=C3)=O)=O (2-methyl-2,3-methylene-6-(2-phenylglycyl)aminopenam-3-carboxylic acid). Isolated yield 62.6%. Reaction SMILES: [CH3:1][C:2]12[CH2:10][C:6]1([C:7]([OH:9])=[O:8])[N:5]1[C:11](=[O:32])[CH:12]([NH:13][C:14](=[O:31])[CH:15]([C:25]3[CH:30]=[CH:29][CH:28]=[CH:27][CH:26]=3)[NH:16]C(OC(C3CC3)C)=O)[C@H:4]1[S:3]2>C(O)=O>[CH3:1][C:2]12[CH2:10][C:6]1([C:7]([OH:9])=[O:8])[N:5]1[C:11](=[O:32])[CH:12]([NH:13][C:14](=[O:31])[CH:15]([C:25]3[CH:26]=[CH:27][CH:28]=[CH:29][CH:30]=3)[NH2:16])[C@H:4]1[S:3]2. Procedure details: A solution of 2-methyl-2,3-methylene-6-[N-(1-cyclopropylethoxy) carbonyl-2-phenylglycyl]aminopenam-3-carboxylic acid (1.88 g.) in formic acid (10 ml.) was stirred for 1 hour at room temperature and the solvent was distilled off under reduced pressure at room temperature. The residue was pulverized by adding ether and fitered. The powder was added to a mixture of acetonitrile (10 ml.) and water (1 ml.) and precipitated crystals were collected by filtration, washed with acetonitrile and dried to g... Starting materials: C(=O)NC(CC1=CC(=CC=C1)[N+](=O)[O-])(C)C1=CC=CC=C1 (N-formyl-1-(3-nitrophenyl)-2-phenyl-2-propylamine). The reagents and catalysts are [Pd] (Pd/C). The solvent is CO (methanol). Reaction conditions: time 3 hour. Product: C(=O)NC(CC1=CC(=CC=C1)N)(C)C1=CC=CC=C1 (N-formyl-1-(3-aminophenyl)-2-phenyl-2-propylamine). Yield: 60.1%. Reaction SMILES: [CH:1]([NH:3][C:4]([C:16]1[CH:21]=[CH:20][CH:19]=[CH:18][CH:17]=1)([CH3:15])[CH2:5][C:6]1[CH:11]=[CH:10][CH:9]=[C:8]([N+:12]([O-])=O)[CH:7]=1)=[O:2]>CO.[Pd]>[CH:1]([NH:3][C:4]([C:16]1[CH:21]=[CH:20][CH:19]=[CH:18][CH:17]=1)([CH3:15])[CH2:5][C:6]1[CH:11]=[CH:10][CH:9]=[C:8]([NH2:12])[CH:7]=1)=[O:2]. Procedure: To a solution of N-formyl-1-(3-nitrophenyl)-2-phenyl-2-propylamine (5.0 g, 0.017 mol) in methanol (200 ml) was added 10% Pd/C catalyst (0.5 g) and the mixture hydrogenated at 50psi in a Parr apparatus for 3 hours. The catalyst was removed by filtration and the solvent evaporated to a white solid, 4.6 g. This solid was recrystallised from isopropanol (50 ml) to give 2.6 g of N-formyl-1-(3-aminophenyl)-2-phenyl-2-propylamine, mp 114°-115° C. To a stirred solution of sodium nitrate (2.0 g, 0.03 mol... Yields the product CC(C)(C)OC(=O)CN1C(=O)C(NC(=O)Nc2cccc(C(=O)O)c2)CN(C2CCCCC2)c2ccccc21. Starting materials: CC(C)(C)OC(=O)CN1C(=O)C(NC(=O)Nc2cccc(C(=O)OCc3ccccc3)c2)CN(C2CCCCC2)c2ccccc21, C, CCO, [Pd]. Reaction SMILES: [C:1]([CH3:2])([CH3:3])([CH3:4])[O:5][C:6](=[O:7])[CH2:8][N:9]1[C:10](=[O:46])[CH:11]([NH:26][C:27](=[O:28])[NH:29][c:30]2[cH:31][c:32]([C:36](=[O:37])[O:38][CH2:39][c:40]3[cH:41][cH:42][cH:43][cH:44][cH:45]3)[cH:33][cH:34][cH:35]2)[CH2:12][N:13]([CH:20]2[CH2:21][CH2:22][CH2:23][CH2:24][CH2:25]2)[c:14]2[c:15]1[cH:16][cH:17][cH:18][cH:19]2.[C:50].[CH3:47][CH2:48][OH:49].[Pd:51]>>[C:1]([CH3:2])([CH3:3])([CH3:4])[O:5][C:6](=[O:7])[CH2:8][N:9]1[C:10](=[O:46])[CH:11]([NH:26][C:27](=[O:28])[NH:29][c:30]2[cH:31][c:32]([C:36](=[O:37])[OH:38])[cH:33][cH:34][cH:35]2)[CH2:12][N:13]([CH:20]2[CH2:21][CH2:22][CH2:23][CH2:24][CH2:25]2)[c:14]2[c:15]1[cH:16][cH:17][cH:18][cH:19]2.